Dataset: the Open Reaction Database (ORD), a public repository of structured organic reaction records. Task: describe an organic reaction: reactants, conditions, products, and yield Starting materials: BrC1=C(OC2=CC(=NC=C2)C#N)C=CC=C1 (4-(2-bromophenoxy)picolinonitrile), FC1=C(C=CC(=C1)B1OC(C(O1)(C)C)(C)C)C=1C=NC(=NC1)N (5-(2-fluoro-4-(4,4,5,5-tetramethyl-1,3,2-dioxaborolan-2-yl)phenyl)pyrimidin-2-amine). Yields the product NC1=NC=C(C=N1)C1=C(C=C(C=C1)C1=C(C=CC=C1)OC1=CC(=NC=C1)C#N)F (4-{[4′-(2-Aminopyrimidin-5-yl)-3′-fluorobiphenyl-2-yl]oxy}pyridine-2-carbonitrile). RXN SMILES: Br[C:2]1[CH:16]=[CH:15][CH:14]=[CH:13][C:3]=1[O:4][C:5]1[CH:10]=[CH:9][N:8]=[C:7]([C:11]#[N:12])[CH:6]=1.[F:17][C:18]1[CH:23]=[C:22](B2OC(C)(C)C(C)(C)O2)[CH:21]=[CH:20][C:19]=1[C:33]1[CH:34]=[N:35][C:36]([NH2:39])=[N:37][CH:38]=1>>[NH2:39][C:36]1[N:37]=[CH:38][C:33]([C:19]2[CH:20]=[CH:21][C:22]([C:2]3[CH:16]=[CH:15][CH:14]=[CH:13][C:3]=3[O:4][C:5]3[CH:10]=[CH:9][N:8]=[C:7]([C:11]#[N:12])[CH:6]=3)=[CH:23][C:18]=2[F:17])=[CH:34][N:35]=1. Procedure: The title compound was prepared in a manner similar to that described in Example 88 using 4-(2-bromophenoxy)picolinonitrile and 5-(2-fluoro-4-(4,4,5,5-tetramethyl-1,3,2-dioxaborolan-2-yl)phenyl)pyrimidin-2-amine. MS (ESI): mass calcd. for C22H14FN5O, 383.12; m/z found, 384.0 [M+H]+. 1H NMR (500 MHz, DMSO-d6) δ 8.50 (d, J=5.7, 1H), 8.40 (d, J=1.3, 2H), 7.61 (dd, J=7.9, 2.0, 2H), 7.53 (dd, J=11.1, 5.0, 2H), 7.48-7.42 (m, 1H), 7.36 (dd, J=12.1, 1.5, 1H), 7.31 (dd, J=11.5, 5.0, 2H), 7.11 (dd, J=5.7,... Reactants: Cl (hydrochloric acid), aqueous solution, [Cl-].[Na+] (sodium chloride), ClC=1C=CC=C(C1C(=O)OCC1=CC=CC=C1)O (phenylmethyl 6-chlorosalicylate), ClC1=NC(=NC(=N1)OC)OC (2-chloro-4,6-dimethoxy-1,3,5-triazine), [H-].[Na+] (sodium hydride). Run in CN(C=O)C (dimethylformamide). Conditions: time 4 hour. Product: ClC1=CC=CC(=C1C(=O)OCC1=CC=CC=C1)OC1=NC(=NC(=N1)OC)OC (phenylmethyl 6-chloro-2-(4,6-dimethoxy-1,3,5-triazin-2-yloxy)benzoate). Yield: 18.7%. Reaction SMILES: [Cl:1][C:2]1[CH:3]=[CH:4][CH:5]=[C:6]([OH:18])[C:7]=1[C:8]([O:10][CH2:11][C:12]1[CH:17]=[CH:16][CH:15]=[CH:14][CH:13]=1)=[O:9].[H-].[Na+].Cl[C:22]1[N:27]=[C:26]([O:28][CH3:29])[N:25]=[C:24]([O:30][CH3:31])[N:23]=1.Cl.[Cl-].[Na+]>CN(C)C=O>[Cl:1][C:2]1[C:7]([C:8]([O:10][CH2:11][C:12]2[CH:13]=[CH:14][CH:15]=[CH:16][CH:17]=2)=[O:9])=[C:6]([O:18][C:22]2[N:27]=[C:26]([O:28][CH3:29])[N:25]=[C:24]([O:30][CH3:31])[N:23]=2)[CH:5]=[CH:4][CH:3]=1 |f:1.2,5.6|. Procedure: A solution of 2.0 grams (0.008 mole) of phenylmethyl 6-chlorosalicylate (prepared in Steps A-D) in 25 grams of dimethylformamide was stirred, and 0.3 gram (0.008 mole) of 60% sodium hydride in mineral oil was added. The addition caused the reaction mixture temperature to rise to 32° C. The reaction mixture was allowed to cool to ambient temperature, at which 1.3 grams (0.008 mole) of 2-chloro-4,6-dimethoxy-1,3,5-triazine was added in one portion. Upon completion of addition, the reaction mixture... Reactants: CC(C)(C)OC(=O)NC(CCC(=O)c1cccs1)c1ccc(F)cc1, ClCCl, O=C(O)C(F)(F)F. Yields the product Fc1ccc(C2=NC(c3cccs3)CC2)cc1. As a reaction SMILES: [C:1]([O:2][C:3](=[O:5])[NH:8][CH:9]([CH2:10][CH2:11][C:12](=[O:4])[c:14]1[s:15][cH:16][cH:17][cH:18]1)[c:19]1[cH:20][cH:21][c:22]([F:25])[cH:23][cH:24]1)([CH3:6])([CH3:7])[CH3:13].[CH2:33]([Cl:34])[Cl:35].[OH:26][C:27]([C:28]([F:29])([F:30])[F:31])=[O:32]>>[N:8]1=[C:9]([c:19]2[cH:20][cH:21][c:22]([F:25])[cH:23][cH:24]2)[CH2:10][CH2:11][CH:12]1[c:14]1[s:15][cH:16][cH:17][cH:18]1. The reactants are c1ccc(Cc2noc(C3CCNCC3)n2)cc1, CN(CC1(c2ccccc2)CC1C=O)S(=O)(=O)c1ccccc1. The product is CN(CC1(c2ccccc2)CC1CN1CCC(c2nc(Cc3ccccc3)no2)CC1)S(=O)(=O)c1ccccc1. Reaction SMILES: [CH2:24]([c:25]1[cH:26][cH:27][cH:28][cH:29][cH:30]1)[c:31]1[n:32][o:33][c:34]([CH:36]2[CH2:37][CH2:38][NH:39][CH2:40][CH2:41]2)[n:35]1.[CH:1](=[O:2])[CH:3]1[C:4]([c:6]2[cH:7][cH:8][cH:9][cH:10][cH:11]2)([CH2:12][N:13]([S:14](=[O:15])(=[O:16])[c:17]2[cH:18][cH:19][cH:20][cH:21][cH:22]2)[CH3:23])[CH2:5]1>>[CH2:1]([CH:3]1[C:4]([c:6]2[cH:7][cH:8][cH:9][cH:10][cH:11]2)([CH2:12][N:13]([S:14](=[O:15])(=[O:16])[c:17]2[cH:18][cH:19][cH:20][cH:21][cH:22]2)[CH3:23])[CH2:5]1)[N:39]1[CH2:38][CH2:37][CH:36]([c:34]2[o:33][n:32][c:31]([CH2:24][c:25]3[cH:26][cH:27][cH:28][cH:29][cH:30]3)[n:35]2)[CH2:41][CH2:40]1. Starting materials: [BH4-].[Na+] (sodium borohydride), C(C1=CC=CC=C1)S(=O)(=O)NNC=1C(N(C(=CN1)C)CCC(=O)OCC)=O (3-(2-benzylsulfonylhydrazino)-1-[(2-ethoxycarbonyl)ethyl]-6-methylpyrazinone), product, CO (methanol). Solvent: O (Water), ClCCl (dichloromethane), O1CCCC1 (tetrahydrofuran), O (water). Reaction conditions: time 5 hour. The product is C(C1=CC=CC=C1)S(=O)(=O)NNC=1C(N(C(=CN1)C)CCCO)=O (3-(2-Benzylsulfonylhydrazinyl)-1-(3-hydroxypropyl)-6-methylpyrazinone). Reaction SMILES: [CH2:1]([S:8]([NH:11][NH:12][C:13]1[C:14](=[O:27])[N:15]([CH2:20][CH2:21][C:22](OCC)=[O:23])[C:16]([CH3:19])=[CH:17][N:18]=1)(=[O:10])=[O:9])[C:2]1[CH:7]=[CH:6][CH:5]=[CH:4][CH:3]=1.CO.[BH4-].[Na+]>O1CCCC1.O.ClCCl>[CH2:1]([S:8]([NH:11][NH:12][C:13]1[C:14](=[O:27])[N:15]([CH2:20][CH2:21][CH2:22][OH:23])[C:16]([CH3:19])=[CH:17][N:18]=1)(=[O:9])=[O:10])[C:2]1[CH:7]=[CH:6][CH:5]=[CH:4][CH:3]=1 |f:2.3|. Procedure: To a solution of 3-(2-benzylsulfonylhydrazino)-1-[(2-ethoxycarbonyl)ethyl]-6-methylpyrazinone, the product of Example 30 (0.398 g, 1.01 mmol), in tetrahydrofuran (10 mL) containing 5% methanol, is added sodium borohydride (0.229 g, 6.07 mmol) at room temperature. The reaction mixture is stirred for 5 hours. Water (2 mL) is then added and the mixture is fractionated between dichloromethane and water. The organic phase is dried over anhydrous sodium sulfate and is concentrated under reduced pressu... Starting materials: COc1ccc(P2(=S)SP(=S)(c3ccc(OC)cc3)S2)cc1, COC(=O)C1CCC(C(N)=O)CC1, Cc1ccccc1, C1CCOC1. The product is COC(=O)C1CCC(C(N)=S)CC1. Reaction SMILES: [CH3:14][O:15][c:16]1[cH:17][cH:18][c:19]([P:20]2(=[S:23])[S:21][P:22]([c:24]3[cH:25][cH:26][c:27]([O:28][CH3:29])[cH:30][cH:31]3)(=[S:32])[S:33]2)[cH:34][cH:35]1.[CH3:1][O:2][C:3](=[O:4])[CH:5]1[CH2:6][CH2:7][CH:8]([C:11]([NH2:12])=[O:13])[CH2:9][CH2:10]1.[CH3:41][c:42]1[cH:43][cH:44][cH:45][cH:46][cH:47]1.[O:36]1[CH2:37][CH2:38][CH2:39][CH2:40]1>>[CH3:1][O:2][C:3](=[O:4])[CH:5]1[CH2:6][CH2:7][CH:8]([C:11]([NH2:12])=[S:23])[CH2:9][CH2:10]1. Reactants: ClC1=CC2=C(OC3=C(CN2C(=O)NCC(=O)O)C=CC=C3)C=C1 (2-[[(8-chlorodibenz[b,f][1,4]oxazepin-10(11H)-yl)carbonyl]amino]acetic acid), N,O-dimethylhydroxylamine . HCl, anhydride, CN1CCOCC1 (NMM), CN1CCOCC1 (NMM), C1CCOC1 (THF), N,O-dimethylhydroxylamine . HCl. The product is ClC1=CC2=C(OC3=C(CN2C(=O)NCC(=O)NCOC)C=CC=C3)C=C1 (8-chloro-N-[[[(methoxy)methylamino]carbonyl]methyl]dibenz[b,f][1,4]oxazepine-10(11H)-carboxamide). Reaction SMILES: [Cl:1][C:2]1[CH:23]=[CH:22][C:5]2[O:6][C:7]3[CH:21]=[CH:20][CH:19]=[CH:18][C:8]=3[CH2:9][N:10]([C:11]([NH:13][CH2:14][C:15](O)=[O:16])=[O:12])[C:4]=2[CH:3]=1.C[N:25]1CCOCC1.C1[CH2:35][O:34][CH2:33]C1>>[Cl:1][C:2]1[CH:23]=[CH:22][C:5]2[O:6][C:7]3[CH:21]=[CH:20][CH:19]=[CH:18][C:8]=3[CH2:9][N:10]([C:11]([NH:13][CH2:14][C:15]([NH:25][CH2:33][O:34][CH3:35])=[O:16])=[O:12])[C:4]=2[CH:3]=1. Procedure details: By the method described in Example 5, the title compound of Example 4 (1.2 g, 3.6 mmol) in 40 mL of THF was converted to its mixed anhydride with NMM (0.42 g, 3.6 mmol) and IBCF (0.49 g, 3.6 mmol) and coupled to N,O-dimethylhydroxylamine . HCl (0.35 g, 3.6 mmol) using an additional 0.36 mmol (3.6 mmol) of NMM to liberate the free base of N,O-dimethylhydroxylamine . HCl. This procedure gave 726 mg of the title compound after HPLC purification on silica gel. Reactants: C(C)(=O)OCC (ethyl acetate), BrC1=C(C=CC(=C1)[N+](=O)[O-])O (2-bromo-4-nitrophenol), C(C1=CC=CC=C1)Br (benzyl bromide), C([O-])([O-])=O.[K+].[K+] (potassium carbonate). Solvent: O (water), CN(C=O)C (dimethylformamide). Conditions: temperature 60 celsius. Yields the product C(C1=CC=CC=C1)OC1=C(C=C(C=C1)[N+](=O)[O-])Br (2-Benzyloxy-5-nitro-1-bromobenzene). Isolated yield 89.9%. Reaction SMILES: [Br:1][C:2]1[CH:7]=[C:6]([N+:8]([O-:10])=[O:9])[CH:5]=[CH:4][C:3]=1[OH:11].[CH2:12](Br)[C:13]1[CH:18]=[CH:17][CH:16]=[CH:15][CH:14]=1.C(=O)([O-])[O-].[K+].[K+].C(OCC)(=O)C>CN(C)C=O.O>[CH2:12]([O:11][C:3]1[CH:4]=[CH:5][C:6]([N+:8]([O-:10])=[O:9])=[CH:7][C:2]=1[Br:1])[C:13]1[CH:18]=[CH:17][CH:16]=[CH:15][CH:14]=1 |f:2.3.4|. Procedure: A mixture of 2-bromo-4-nitrophenol (Description 6; 14 g, 68.6 mmol), benzyl bromide (14.1 g, 82.4 mmol) and potassium carbonate (47.3 g, 0.343 mol) in dimethylformamide (100 ml) was heated at 60° C. for 3 hours. The mixture was cooled to room temperature and poured into a mixture of ethyl acetate and water. The organic phase was washed with water (3 times) and saturated brine, dried (MgSO4) and the solvent was evaporated under reduced pressure. The residue was recrystallized from methanol to giv... Starting materials: FC1=CC2=C(SC(=C2C)CNC)C=C1 ((5-fluoro-3-methylbenzo[b]thiophen-2-yl)-N-methyl methanamine), O=C1NC2=C(OC1)C=C(C=N2)/C=C/C(=O)O ((E)-3-(3-oxo-3,4-dihydro-2H-pyrido[3,2-b][1,4]oxazin-7-yl)acrylic acid), ON1N=NC2=C1C=CC=C2 (1-hydroxybenzotriazole), C(C)(C)N(CC)C(C)C (diisopropylethylamine), CN(CCCN=C=NCC)C (N-(3-dimethylaminopropyl)-N′-ethylcarbodiimide). The solvent is O (water), CN(C)C=O (DMF). Conditions: time 8 hour. Product: FC1=CC2=C(SC(=C2C)CN(C(\C=C\C2=CC=3OCC(NC3N=C2)=O)=O)C)C=C1 ((E)-N-((5-fluoro-3-methylbenzo[b]thiophen-2-yl)methyl)-N-methyl-3-(3-oxo-3,4-dihydro-2H-pyrido[3,2-b][1,4]oxazin-7-yl)acrylamide). The yield is 12.6%. RXN SMILES: [F:1][C:2]1[CH:14]=[CH:13][C:5]2[S:6][C:7]([CH2:10][NH:11][CH3:12])=[C:8]([CH3:9])[C:4]=2[CH:3]=1.[O:15]=[C:16]1[CH2:21][O:20][C:19]2[CH:22]=[C:23](/[CH:26]=[CH:27]/[C:28]([OH:30])=O)[CH:24]=[N:25][C:18]=2[NH:17]1.ON1C2C=CC=CC=2N=N1.C(N(C(C)C)CC)(C)C.CN(C)CCCN=C=NCC>CN(C=O)C.O>[F:1][C:2]1[CH:14]=[CH:13][C:5]2[S:6][C:7]([CH2:10][N:11]([CH3:12])[C:28](=[O:30])/[CH:27]=[CH:26]/[C:23]3[CH:24]=[N:25][C:18]4[NH:17][C:16](=[O:15])[CH2:21][O:20][C:19]=4[CH:22]=3)=[C:8]([CH3:9])[C:4]=2[CH:3]=1. Reported procedure: To a solution of (5-fluoro-3-methylbenzo[b]thiophen-2-yl)-N-methyl methanamine (200 mg, 0.96 mmol) in DMF (5 mL) were added in sequential order (E)-3-(3-oxo-3,4-dihydro-2H-pyrido[3,2-b][1,4]oxazin-7-yl)acrylic acid (185 mg, 0.87 mmol), 1-hydroxybenzotriazole (133 mg, 0.96 mmol), diisopropylethylamine (454 uL, 2.61 mmol), and N-(3-dimethylaminopropyl)-N′-ethylcarbodiimide (192 mg, 0.96 mmol). The mixture was stirred at room temperature overnight, cooled in an ice bath and water added with rapid s... The reactants are OCC=1OC2=C(C1)C=C(C=C2)NCCN(C(OC(C)(C)C)=O)C (tert-butyl [2-(2-hydroxymethylbenzofuran-5-ylamino)ethyl]methylcarbamate). Solvent: Cl.O1CCOCC1 (HCl dioxane). Run at time 2 hour. The product is CNCCNC=1C=CC2=C(C=C(O2)CO)C1 ([5-(2-Methylaminoethylamino)benzofuran-2-yl]methanol). The yield is 116.0%. As a reaction SMILES: [OH:1][CH2:2][C:3]1[O:4][C:5]2[CH:11]=[CH:10][C:9]([NH:12][CH2:13][CH2:14][N:15](C)[C:16](=O)OC(C)(C)C)=[CH:8][C:6]=2[CH:7]=1>Cl.O1CCOCC1>[CH3:16][NH:15][CH2:14][CH2:13][NH:12][C:9]1[CH:10]=[CH:11][C:5]2[O:4][C:3]([CH2:2][OH:1])=[CH:7][C:6]=2[CH:8]=1 |f:1.2|. Reported procedure: 74 mg of tert-butyl [2-(2-hydroxymethylbenzofuran-5-ylamino)ethyl]methylcarbamate are dissolved in 10 ml of HCl/dioxane (4N) and stirred at room temperature for two hours. Evaporation in a rotary evaporator gives 59 mg of the desired product (HCl salt).